Dataset: the Open Reaction Database (ORD), a public repository of structured organic reaction records. Task: describe an organic reaction: reactants, conditions, products, and yield Reactants: C1COCCO1, COC(=O)c1ccc(NC(=O)COc2ccc(C34CC5CC(CC(C5)C3)C4)cc2)cc1, Cl, O. Product: O=C(COc1ccc(C23CC4CC(CC(C4)C2)C3)cc1)Nc1ccc(C(=O)O)cc1. As a reaction SMILES: [CH2:33]1[O:34][CH2:35][CH2:36][O:37][CH2:38]1.[CH3:1][O:2][C:3]([c:4]1[cH:5][cH:6][c:7]([NH:10][C:11]([CH2:12][O:13][c:14]2[cH:15][cH:16][c:17]([C:20]34[CH2:21][CH:22]5[CH2:23][CH:24]([CH2:25][CH:26]([CH2:27]3)[CH2:28]5)[CH2:29]4)[cH:18][cH:19]2)=[O:30])[cH:8][cH:9]1)=[O:31].[ClH:32].[OH2:39]>>[O:2]=[C:3]([c:4]1[cH:5][cH:6][c:7]([NH:10][C:11]([CH2:12][O:13][c:14]2[cH:15][cH:16][c:17]([C:20]34[CH2:21][CH:22]5[CH2:23][CH:24]([CH2:25][CH:26]([CH2:27]3)[CH2:28]5)[CH2:29]4)[cH:18][cH:19]2)=[O:30])[cH:8][cH:9]1)[OH:31]. Starting materials: COP(OC)(=O)C (dimethylmethylphosphonate), [Li]CCCC (BuLi), hexanes, COC(C1=CC(=CC=C1)CC1=CC=CC=C1)=O (3-benzyl-benzoic acid methyl ester). Solvent: C1CCOC1 (THF), C1CCOC1 (THF). Run at time 3 hour. Yields the product COP(OC)(=O)CC(=O)C1=CC(=CC=C1)CC1=CC=CC=C1 ([2-(3-benzyl-phenyl)-2-oxo-ethyl]-phosphonic acid dimethyl ester). Isolated yield 81.5%. Reaction SMILES: [CH3:1][O:2][P:3]([CH3:7])(=[O:6])[O:4][CH3:5].[Li]CCCC.C[O:14][C:15](=O)[C:16]1[CH:21]=[CH:20][CH:19]=[C:18]([CH2:22][C:23]2[CH:28]=[CH:27][CH:26]=[CH:25][CH:24]=2)[CH:17]=1>C1COCC1>[CH3:1][O:2][P:3]([CH2:7][C:15]([C:16]1[CH:21]=[CH:20][CH:19]=[C:18]([CH2:22][C:23]2[CH:28]=[CH:27][CH:26]=[CH:25][CH:24]=2)[CH:17]=1)=[O:14])(=[O:6])[O:4][CH3:5]. Procedure: To a −78° C. THF solution(10 mL) of dimethylmethylphosphonate (0.423 mL, 3.9 mmol) was added 1.6M BuLi in hexanes (2.44 mL, 3.9 mmol). After 1 h a THF solution (5 mL) of 3-benzyl-benzoic acid methyl ester (589 mg, 2.6 mmol) was added. After 15 min. the reaction mixture was warmed to room temperature and stirred an additional 3 h. The reaction mixture was quenched with an aqueous NaHCO3 solution and extracted with ethyl acetate. The organic layer was dried over MgSO4, filtered and concentrated. T... Reactants: C(C(C)C)=O (isobutyraldehyde), [Br-] (bromide), ClC(=C)C(C(C)C)Cl (2,3-dichloro-4-methyl-1-pentene), ClC1=CC(=C(NC([S-])=S)C=C1)C.C(C)[NH+](CC)CC (triethylammonium 4-chloro-2-methyldithiocarbanilate). Reaction SMILES: [Cl:1][C:2]([CH:4]([Cl:8])[CH:5]([CH3:7])[CH3:6])=[CH2:3].Cl[C:10]1[CH:19]=C[C:13](NC(=S)[S-])=[C:12]([CH3:20])[CH:11]=1.C([NH+](CC)CC)C.C(=[O:32])C(C)C.[Br-]>>[Cl:1][C:2]([CH:4]([Cl:8])[CH:5]([CH3:7])[CH3:6])=[CH2:3].[CH3:13][CH:12]([CH3:20])[CH:11]([OH:32])[C:10]#[CH:19] |f:1.2|. Yields the product 2-chloro-1-isopropylallyl 4-chloro-2-methyl dithiocarbanilate, ClC(=C)C(C(C)C)Cl (2,3-dichloro-4-methyl-1-pentene), CC(C(C#C)O)C (4-methyl-1-pentyn-3-ol). Procedure details: By the procedure of Example 2, the reactant 2-chloro-1-isopropylallyl 4-chloro-2-methyl dithiocarbanilate is prepared by the reaction of 2,3-dichloro-4-methyl-1-pentene and triethylammonium 4-chloro-2-methyldithiocarbanilate. The 2,3-dichloro-4-methyl-1-pentene is prepared by the reaction of isobutyraldehyde with acetylenemagnesium bromide to yield 4-methyl-1-pentyn-3-ol, which is converted to 2-chloro-4-methyl-1-pentene-3-ol by treatment with hydrogen chloride in the presence of mercuric chlori... Reactants: FC(C(=O)[O-])(F)F (trifluoroacetate), C(C)N1CC2=C(NC=3C=CC(=CC23)C)CC1 (2-ethyl-2,3,4,5-tetrahydro-8-methyl-1H-pyrido[4,3-b]indole), CC1=CC=C(C2CO2)C=C1 (4-methylstyrene oxide), [H-].[Na+] (NaH). Solvent: CN(C)C=O (DMF). Product: C(C)N1CC2=C(N(C=3C=CC(=CC23)C)CC(O)C2=CC=C(C=C2)C)CC1 (racemic-2-(2-ethyl-1,2,3,4-tetrahydro-8-methylpyrido[4,3-b]indol-5-yl)-1-p-tolylethanol). The yield is 14.3%. As a reaction SMILES: [CH2:1]([N:3]1[CH2:16][CH2:15][C:6]2[NH:7][C:8]3[CH:9]=[CH:10][C:11]([CH3:14])=[CH:12][C:13]=3[C:5]=2[CH2:4]1)[CH3:2].[CH3:17][C:18]1[CH:26]=[CH:25][C:21]([CH:22]2[O:24][CH2:23]2)=[CH:20][CH:19]=1.[H-].[Na+].FC(F)(F)C([O-])=O>CN(C=O)C>[CH2:1]([N:3]1[CH2:16][CH2:15][C:6]2[N:7]([CH2:23][CH:22]([C:21]3[CH:25]=[CH:26][C:18]([CH3:17])=[CH:19][CH:20]=3)[OH:24])[C:8]3[CH:9]=[CH:10][C:11]([CH3:14])=[CH:12][C:13]=3[C:5]=2[CH2:4]1)[CH3:2] |f:2.3|. Procedure details: Preparation of the title compound was carried out according to General Method 6. 2-Ethyl-2,3,4,5-tetrahydro-8-methyl-1H-pyrido[4,3-b]indole (See Example 6) (214 mg, 1 mmol), 4-methylstyrene oxide (1 mL, 7.5 mmol) and NaH (120 mg, 3 mmol) were heated in DMF (4 mL) at 120° C. for 16 h (overnight) to obtain 50 mg of racemic-2-(2-ethyl-1,2,3,4-tetrahydro-8-methylpyrido[4,3-b]indol-5-yl)-1-p-tolylethanol as a trifluoroacetate salt after purification by reverse-phase chromatography (C-18, 500 mm×50 mm... The reactants are O=C(CBr)Nc1ccccc1[N+](=O)[O-], CS(C)=O, O, S=c1[nH]ncn1-c1cccc2ccccc12, c1ccncc1. Product: O=C(CSc1nncn1-c1cccc2ccccc12)Nc1ccccc1[N+](=O)[O-]. Reaction SMILES: [Br:17][CH2:18][C:19](=[O:20])[NH:21][c:22]1[c:23]([N+:28](=[O:29])[O-:30])[cH:24][cH:25][cH:26][cH:27]1.[CH3:37][S:38]([CH3:39])=[O:40].[OH2:41].[c:1]1(-[n:11]2[c:12](=[S:16])[nH:13][n:14][cH:15]2)[cH:2][cH:3][cH:4][c:5]2[cH:6][cH:7][cH:8][cH:9][c:10]12.[cH:31]1[cH:32][cH:33][n:34][cH:35][cH:36]1>>[c:1]1(-[n:11]2[c:12]([S:16][CH2:18][C:19](=[O:20])[NH:21][c:22]3[c:23]([N+:28](=[O:29])[O-:30])[cH:24][cH:25][cH:26][cH:27]3)[n:13][n:14][cH:15]2)[cH:2][cH:3][cH:4][c:5]2[cH:6][cH:7][cH:8][cH:9][c:10]12.